The task is: describe an organic reaction: reactants, conditions, products, and yield. This data is from the Open Reaction Database (ORD), a public repository of structured organic reaction records. The reactants are [I-].[Na+] (sodium iodide), C(#N)C1CCN(CC1)C([C@@H](C1CC1)NC(=O)C1=CN(C2=NC=C(N=C21)Br)COCC[Si](C)(C)C)=O (2-bromo-5-(2-trimethylsilanyl-ethoxymethyl)-5H-pyrrolo[2,3-b]pyrazine-7-carboxylic acid [(R)-2-(4-cyano-piperidin-1-yl)-1-cyclopropyl-2-oxo-ethyl]-amide), CN[C@H]1[C@@H](CCCC1)NC (trans-N,N′-dimethylcyclohexane-1,2-diamine). Reagents/catalysts: [Cu]I (copper(I) iodide). Solvent: O1CCOCC1 (1,4-dioxane). Conditions: temperature 110 celsius. The product is C(#N)C1CCN(CC1)C([C@@H](C1CC1)NC(=O)C1=CN(C2=NC=C(N=C21)I)COCC[Si](C)(C)C)=O (2-iodo-5-(2-trimethylsilanyl-ethoxymethyl)-5H-pyrrolo[2,3-b]pyrazine-7-carboxylic acid [(R)-2-(4-cyano-piperidin-1-yl)-1-cyclopropyl-2-oxo-ethyl]-amide). Yield: 79.1%. RXN SMILES: [I-:1].[Na+].[C:3]([CH:5]1[CH2:10][CH2:9][N:8]([C:11](=[O:37])[C@H:12]([NH:16][C:17]([C:19]2[C:27]3[C:22](=[N:23][CH:24]=[C:25](Br)[N:26]=3)[N:21]([CH2:29][O:30][CH2:31][CH2:32][Si:33]([CH3:36])([CH3:35])[CH3:34])[CH:20]=2)=[O:18])[CH:13]2[CH2:15][CH2:14]2)[CH2:7][CH2:6]1)#[N:4].CN[C@@H]1CCCC[C@H]1NC>[Cu]I.O1CCOCC1>[C:3]([CH:5]1[CH2:10][CH2:9][N:8]([C:11](=[O:37])[C@H:12]([NH:16][C:17]([C:19]2[C:27]3[C:22](=[N:23][CH:24]=[C:25]([I:1])[N:26]=3)[N:21]([CH2:29][O:30][CH2:31][CH2:32][Si:33]([CH3:36])([CH3:35])[CH3:34])[CH:20]=2)=[O:18])[CH:13]2[CH2:15][CH2:14]2)[CH2:7][CH2:6]1)#[N:4] |f:0.1|. Procedure: In a 5 mL microwave vial were placed copper(I) iodide (5 mg, 0.027 mmol), sodium iodide (120 mg, 0.80 mmol), 2-bromo-5-(2-trimethylsilanyl-ethoxymethyl)-5H-pyrrolo[2,3-b]pyrazine-7-carboxylic acid [(R)-2-(4-cyano-piperidin-1-yl)-1-cyclopropyl-2-oxo-ethyl]-amide (150 mg, 0.27 mmol), 1,4-dioxane (1 mL) and trans-N,N′-dimethylcyclohexane-1,2-diamine (8 mg, 0.054 mmol). The vial was purged with a stream of nitrogen then sealed and heated in an oil bath at 110° C. for 20 h. The reaction mixture was c... Reactants: Cl, CON, O, c1ccncc1, O=Cc1ccc2cc[nH]c2c1. The product is CON=Cc1ccc2cc[nH]c2c1. Reaction SMILES: [ClH:18].[O:19]([CH3:20])[NH2:21].[OH2:22].[cH:12]1[cH:13][cH:14][n:15][cH:16][cH:17]1.[nH:1]1[cH:2][cH:3][c:4]2[cH:5][cH:6][c:7]([CH:10]=[O:11])[cH:8][c:9]12>>[nH:1]1[cH:2][cH:3][c:4]2[cH:5][cH:6][c:7]([CH:10]=[N:21][O:19][CH3:20])[cH:8][c:9]12. Reactants: NS(=O)(=O)c1cccc2c1ccc1nc(O)c(O)nc12, O=[N+]([O-])O, O=S(=O)(O)O. Product: NS(=O)(=O)c1cccc2c1c([N+](=O)[O-])cc1nc(O)c(O)nc12. RXN SMILES: [OH:1][c:2]1[c:3]([OH:20])[n:4][c:5]2[cH:6][cH:7][c:8]3[c:9]([c:10]2[n:11]1)[cH:12][cH:13][cH:14][c:15]3[S:16]([NH2:17])(=[O:18])=[O:19].[OH:21][N+:22]([O-:23])=[O:24].[S:25](=[O:26])(=[O:27])([OH:28])[OH:29]>>[OH:1][c:2]1[c:3]([OH:20])[n:4][c:5]2[cH:6][c:7]([N+:22](=[O:21])[O-:23])[c:8]3[c:9]([c:10]2[n:11]1)[cH:12][cH:13][cH:14][c:15]3[S:16]([NH2:17])(=[O:18])=[O:19]. Reactants: C1COC2(CCC(CC2)=O)O1 (1,4-cyclohexanedione monoethylene ketal), Grignard reagent, BrC1=CC2=C(C=C1)OCO2 (4-bromo-1,2-methylenedioxybenzene). Run in C1CCOC1 (THF). Yields the product O1COC2=C1C=CC(=C2)C2(CCC1(OCCO1)CC2)O (8-(1,3-Benzodioxol-5-yl)-1,4-dioxaspiro[4,5]decan-8-ol). Isolated yield 52.0%. Reaction SMILES: [CH2:1]1[O:11][C:4]2([CH2:9][CH2:8][C:7](=[O:10])[CH2:6][CH2:5]2)[O:3][CH2:2]1.Br[C:13]1[CH:18]=[CH:17][C:16]2[O:19][CH2:20][O:21][C:15]=2[CH:14]=1>C1COCC1>[O:19]1[C:16]2[CH:17]=[CH:18][C:13]([C:7]3([OH:10])[CH2:6][CH2:5][C:4]4([O:3][CH2:2][CH2:1][O:11]4)[CH2:9][CH2:8]3)=[CH:14][C:15]=2[O:21][CH2:20]1. Procedure details: A solution of 1,4-cyclohexanedione monoethylene ketal in dry THF was reacted with the Grignard reagent prepared from 4-bromo-1,2-methylenedioxybenzene as described in example 1 to give the product (52%, mp: 95°-96° C.). Calc'd for C15H18O2 : C, 64.74%; H, 6.52%. Found: C, 64.41%; H, 6.41%. The reactants are CC(C)(C)c1ccc(CSc2cnn(C(C)(C)C)c(=O)c2CO)cc1, CCOC(C)=O, Cc1ccc(S(=O)(=O)Cl)cc1, c1ccncc1. The product is Cc1ccc(S(=O)(=O)OCc2c(SCc3ccc(C(C)(C)C)cc3)cnn(C(C)(C)C)c2=O)cc1. As a reaction SMILES: [C:1]([CH3:2])([CH3:3])([CH3:4])[n:5]1[n:6][cH:7][c:8]([S:14][CH2:15][c:16]2[cH:17][cH:18][c:19]([C:22]([CH3:23])([CH3:24])[CH3:25])[cH:20][cH:21]2)[c:9]([CH2:12][OH:13])[c:10]1=[O:11].[CH3:43][CH2:44][O:45][C:46](=[O:47])[CH3:48].[c:32]1([CH3:42])[cH:33][cH:34][c:35]([S:38](=[O:39])(=[O:40])[Cl:41])[cH:36][cH:37]1.[cH:26]1[cH:27][cH:28][n:29][cH:30][cH:31]1>>[C:1]([CH3:2])([CH3:3])([CH3:4])[n:5]1[n:6][cH:7][c:8]([S:14][CH2:15][c:16]2[cH:17][cH:18][c:19]([C:22]([CH3:23])([CH3:24])[CH3:25])[cH:20][cH:21]2)[c:9]([CH2:12][O:13][S:38]([c:35]2[cH:34][cH:33][c:32]([CH3:42])[cH:37][cH:36]2)(=[O:39])=[O:40])[c:10]1=[O:11]. As a reaction SMILES: [Cl:1][CH2:2][CH2:3][CH2:4][CH2:5][n:6]1[c:7](=[O:19])[n:8][c:9](-[c:13]2[cH:14][n:15][cH:16][cH:17][cH:18]2)[c:10]([CH3:12])[cH:11]1.[F:20][C:21]([c:22]1[cH:23][cH:24][c:25]([C:28]23[CH2:29][NH:30][CH2:31][CH:32]2[CH2:33]3)[cH:26][cH:27]1)([F:34])[F:35].[K+:36].[K+:37].[O-:38][C:39]([O-:40])=[O:41].[O:42]=[CH:43][N:44]([CH3:45])[CH3:46].[OH2:47]>>[CH2:2]([CH2:3][CH2:4][CH2:5][n:6]1[c:7](=[O:19])[n:8][c:9](-[c:13]2[cH:14][n:15][cH:16][cH:17][cH:18]2)[c:10]([CH3:12])[cH:11]1)[N:30]1[CH2:29][C:28]2([c:25]3[cH:24][cH:23][c:22]([C:21]([F:20])([F:34])[F:35])[cH:27][cH:26]3)[CH:32]([CH2:31]1)[CH2:33]2.[ClH:1]. The product is Cc1cn(CCCCN2CC3CC3(c3ccc(C(F)(F)F)cc3)C2)c(=O)nc1-c1cccnc1, Cl. The reactants are Cc1cn(CCCCCl)c(=O)nc1-c1cccnc1, FC(F)(F)c1ccc(C23CNCC2C3)cc1, [K+], [K+], O=C([O-])[O-], CN(C)C=O, O.